From a dataset of the Open Reaction Database (ORD), a public repository of structured organic reaction records. describe an organic reaction: reactants, conditions, products, and yield Solvent: C(C)#N (acetonitrile), C(C)(=O)OCC (ethyl acetate). RXN SMILES: Cl[C:2]1[CH:11]=[C:10]2[C:5]([CH:6]=[C:7]([NH:12][C:13]([C@@H:15]3[CH2:17][C@@H:16]3[F:18])=[O:14])[N:8]=[CH:9]2)=[CH:4][N:3]=1.[CH3:19][C:20]1[C:25](B2OC(C)(C)C(C)(C)O2)=[CH:24][N:23]=[C:22]([C:35]([O:37][CH3:38])=[O:36])[CH:21]=1.C(=O)([O-])[O-].[Na+].[Na+]>C(#N)C.C(OCC)(=O)C.CC(P(C(C)(C)C)C1C=CC(N(C)C)=CC=1)(C)C.CC(P(C(C)(C)C)C1C=CC(N(C)C)=CC=1)(C)C.Cl[Pd]Cl>[F:18][C@H:16]1[CH2:17][C@H:15]1[C:13]([NH:12][C:7]1[CH:6]=[C:5]2[C:10]([CH:11]=[C:2]([C:25]3[C:20]([CH3:19])=[CH:21][C:22]([C:35]([O:37][CH3:38])=[O:36])=[N:23][CH:24]=3)[N:3]=[CH:4]2)=[CH:9][N:8]=1)=[O:14] |f:2.3.4,7.8.9|. Procedure: A mixture of (1S,2S)—N-(7-chloro-2,6-naphthyridin-3-yl)-2-fluorocyclopropanecarboxamide (100 mg, 0.376 mmol), methyl 4-methyl-5-(4,4,5,5-tetramethyl-1,3,2-dioxaborolan-2-yl)picolinate (156 mg, 0.565 mmol), bis(di-tert-butyl(4-dimethylaminophenyl)phosphine)dichloropalladium(II) (26.6 mg, 0.038 mmol) and saturated aqueous sodium carbonate solution (0.1 mL) in acetonitrile (1 mL) was heated under microwave irradiation (Biotage) at 130° C. for 30 minutes. The reaction mixture was diluted with ethyl ... Reaction conditions: temperature 130 celsius. The reagents and catalysts are CC(C)(C)P(C1=CC=C(C=C1)N(C)C)C(C)(C)C.CC(C)(C)P(C1=CC=C(C=C1)N(C)C)C(C)(C)C.Cl[Pd]Cl (bis(di-tert-butyl(4-dimethylaminophenyl)phosphine)dichloropalladium(II)). Yield: 52.4%. Yields the product F[C@@H]1[C@@H](C1)C(=O)NC1=NC=C2C=C(N=CC2=C1)C=1C(=CC(=NC1)C(=O)OC)C (methyl 5-(7-((1S,2S)-2-fluorocyclopropanecarboxamido)-2,6-naphthyridin-3-yl)-4-methylpicolinate). The reactants are ClC1=NC=C2C=C(N=CC2=C1)NC(=O)[C@H]1[C@H](C1)F ((1S,2S)—N-(7-chloro-2,6-naphthyridin-3-yl)-2-fluorocyclopropanecarboxamide), CC1=CC(=NC=C1B1OC(C(O1)(C)C)(C)C)C(=O)OC (methyl 4-methyl-5-(4,4,5,5-tetramethyl-1,3,2-dioxaborolan-2-yl)picolinate), C([O-])([O-])=O.[Na+].[Na+] (sodium carbonate). Reactants: C([O-])([O-])=O.[K+].[K+] (Potassium carbonate), C(C)(C)(C)OC(=O)NC(C(=O)OCC)(CC(=O)OC1CC(CCC1C(C)C)C)C#N (ethyl 2-(tert-butoxycarbonylamino)-2-cyano-3-[(−)-menthyloxycarbonyl]propionate), OO (hydrogen peroxide). The solvent is CC(=O)C (acetone), O (water), O (water). Run at temperature 20 celsius, time 4 hour. Product: C(C)(C)(C)OC(=O)NC(C(=O)OCC)(CC(=O)OC1CC(CCC1C(C)C)C)C(N)=O (ethyl 2-(tert-butoxycarbonylamino)-2-carbamoyl-3-[(−)-menthyloxycarbonyl]propionate). Yield: 73.7%. Reaction SMILES: C(=O)([O-])[O-:2].[K+].[K+].[C:7]([O:11][C:12]([NH:14][C:15]([C:35]#[N:36])([CH2:21][C:22]([O:24][CH:25]1[CH:30]([CH:31]([CH3:33])[CH3:32])[CH2:29][CH2:28][CH:27]([CH3:34])[CH2:26]1)=[O:23])[C:16]([O:18][CH2:19][CH3:20])=[O:17])=[O:13])([CH3:10])([CH3:9])[CH3:8].OO>O.CC(C)=O>[C:7]([O:11][C:12]([NH:14][C:15]([C:35](=[O:2])[NH2:36])([CH2:21][C:22]([O:24][CH:25]1[CH:30]([CH:31]([CH3:32])[CH3:33])[CH2:29][CH2:28][CH:27]([CH3:34])[CH2:26]1)=[O:23])[C:16]([O:18][CH2:19][CH3:20])=[O:17])=[O:13])([CH3:8])([CH3:10])[CH3:9] |f:0.1.2|. Procedure details: Potassium carbonate (586 mg, 4.24 mmol), water (2.5 ml), ethyl 2-(tert-butoxycarbonylamino)-2-cyano-3-[(−)-menthyloxycarbonyl]propionate (1.00 g, 2.46 mmol) and acetone (5 ml) were mixed and 30% aqueous hydrogen peroxide solution (0.8 ml) was added dropwise under cooling with water. Then the mixture was heated at 10-30° C. of inner temperature and stirred for about 4 hours. The precipitated crystals were filtered and washed with sprayed water. It was dried in airflow at 60° C. overnight to give ... Reactants: C(=O)(N1C=NC=C1)N1C=NC=C1 (1,1'-carbonyldiimidazole), CNN(NC)CC (N,N-dimethylaminoethylamine), ClC1=CC=C(C=C1)SC1CNCCC1 (3-[(4-chlorophenyl)thio]piperidine). Solvent: O1CCCC1 (tetrahydrofuran), O1CCCC1 (tetrahydrofuran). The product is Cl.ClC1=CC=C(C=C1)SC1CN(CCC1)C(=O)NCCN(C)C (3-[(4-Chlorophenyl)thio]-N-[2-(dimethylamino)ethyl]-1-piperidinecarboxamide Monohydrochloride). RXN SMILES: [C:1]([N:8]1[CH:12]=[CH:11][N:10]=[CH:9]1)(N1C=CN=C1)=[O:2].[CH3:13]NN(CC)NC.[Cl:20][C:21]1[CH:26]=[CH:25][C:24]([S:27][CH:28]2[CH2:33][CH2:32][CH2:31][NH:30][CH2:29]2)=[CH:23][CH:22]=1>O1CCCC1>[ClH:20].[Cl:20][C:21]1[CH:22]=[CH:23][C:24]([S:27][CH:28]2[CH2:33][CH2:32][CH2:31][N:30]([C:1]([NH:8][CH2:12][CH2:11][N:10]([CH3:9])[CH3:13])=[O:2])[CH2:29]2)=[CH:25][CH:26]=1 |f:4.5|. Reported procedure: A solution of 5.70 g (0.0352 mole) of 1,1'-carbonyldiimidazole and 2.91 g (0.033 mole) of N,N-dimethylaminoethylamine in 200 ml of tetrahydrofuran was stirred at room temperature for 1.5 hr. A solution of 7.02 g (0.031 mole) of 3-[(4-chlorophenyl)thio]piperidine in 50 ml of tetrahydrofuran was added and the solution was refluxed for 10 hr. The volume of the reaction solution was reduced to about 50 ml in vacuo. The solution was quenched in water and the aqueous mixture was extracted with methyle... Starting materials: C1(=CC=CC=C1)C(N1COC(C1)COC1=C(C=C(C=C1)CCC)OC)C1=CC=CC=C1 (3-Diphenylmethyl-5-(2-methoxy-4-n-propyl-phenoxymethyl)oxazolidine), Cl (hydrochloric acid), C1(=CC=CC=C1)C(N1COC(C1)CCl)C1=CC=CC=C1 (3-diphenylmethyl-5-chloromethyl-oxazolidine), COC1=C(C=CC(=C1)CCC)[O-].[Na+] (sodium 2-methoxy-4-n-propyl-phenolate). Yields the product Cl.COC1=C(OCC(CNC(C2=CC=CC=C2)C2=CC=CC=C2)O)C=CC(=C1)CCC (1-(2-methoxy-4-n-propyl-phenoxy)-2-hydroxy-3-diphenylmethylamino-propane hydrochloride). Reaction SMILES: [C:1]1([CH:7]([C:26]2[CH:31]=[CH:30][CH:29]=[CH:28][CH:27]=2)[N:8]2[CH2:12][CH:11]([CH2:13][O:14][C:15]3[CH:20]=[CH:19][C:18]([CH2:21][CH2:22][CH3:23])=[CH:17][C:16]=3[O:24][CH3:25])[O:10]C2)[CH:6]=[CH:5][CH:4]=[CH:3][CH:2]=1.C1(C(C2C=CC=CC=2)N2CC(C[Cl:45])OC2)C=CC=CC=1.COC1C=C(CCC)C=CC=1[O-].[Na+].Cl>>[ClH:45].[CH3:25][O:24][C:16]1[CH:17]=[C:18]([CH2:21][CH2:22][CH3:23])[CH:19]=[CH:20][C:15]=1[O:14][CH2:13][CH:11]([OH:10])[CH2:12][NH:8][CH:7]([C:1]1[CH:2]=[CH:3][CH:4]=[CH:5][CH:6]=1)[C:26]1[CH:31]=[CH:30][CH:29]=[CH:28][CH:27]=1 |f:2.3,5.6|. Procedure details: 3-Diphenylmethyl-5-(2-methoxy-4-n-propyl-phenoxymethyl)oxazolidine from 3-diphenylmethyl-5-chloromethyl-oxazolidine and sodium 2-methoxy-4-n-propyl-phenolate; this product is hydrolysed with alcoholic-aqueous hydrochloric acid to give 1-(2-methoxy-4-n-propyl-phenoxy)-2-hydroxy-3-diphenylmethylamino-propane hydrochloride with a melting point of 108°-110°. Reactants: C1(=CC=C(C=C1)[Si](C)(C)CCl)C1=CC=CC=C1 ((1,1'-biphenyl-4-yl)chloromethyldimethylsilane), [Na].N1N=CN=C1 (1,2,4-triazole sodium salt). Run in CN(C=O)C (dimethylformamide), O (water). Yields the product C1(=CC=C(C=C1)[Si](CN1N=CN=C1)(C)C)C1=CC=CC=C1 ((1,1'-Biphenyl-4-yl)dimethyl(1H-1,2,4-triazol-1-ylmethyl)silane). Yield: 78.4%. As a reaction SMILES: [C:1]1([C:12]2[CH:17]=[CH:16][CH:15]=[CH:14][CH:13]=2)[CH:6]=[CH:5][C:4]([Si:7]([CH2:10]Cl)([CH3:9])[CH3:8])=[CH:3][CH:2]=1.[Na].[NH:19]1[CH:23]=[N:22][CH:21]=[N:20]1>CN(C)C=O.O>[C:1]1([C:12]2[CH:17]=[CH:16][CH:15]=[CH:14][CH:13]=2)[CH:6]=[CH:5][C:4]([Si:7]([CH3:9])([CH3:8])[CH2:10][N:19]2[CH:23]=[N:22][CH:21]=[N:20]2)=[CH:3][CH:2]=1 |f:1.2,^1:17|. Procedure: A mixture of 2.6 g (0.010 mol) of (1,1'-biphenyl-4-yl)chloromethyldimethylsilane and 1.1 g (0.012 mol) of 1,2,4-triazole sodium salt in 5 ml of dimethylformamide was warmed to 80°-90° for 2 hours, cooled, diluted with water, and extracted with ether. The ether solution was washed with water and brine, dried over magnesium sulfate, and evaporated to leave 2.3 g of colorless solid, m.p. 79°-86°. Recrystallization from a mixture of 25 ml of hexanes and 2 ml of ethyl acetate gave 1.1 g (38%) of the ...